Dataset: the Open Reaction Database (ORD), a public repository of structured organic reaction records. Task: describe an organic reaction: reactants, conditions, products, and yield The reactants are C(C)(C)(C)N(C1=C(C=CC=C1)N)C(=O)C(=O)OCC (N-tert-butyl-N-ethoxalyl-o-phenylene diamine), crude product. Solvent: CCOCC (ether). Yields the product C(C)(C)(C)N1C(C(NC2=CC=CC=C12)=O)=O (1-tert-butyl-1,2,3,4-tetrahydro-2,3-dioxo-quinoxaline). As a reaction SMILES: [C:1]([N:5]([C:13]([C:15]([O:17]CC)=O)=[O:14])[C:6]1[CH:11]=[CH:10][CH:9]=[CH:8][C:7]=1[NH2:12])([CH3:4])([CH3:3])[CH3:2]>CCOCC>[C:1]([N:5]1[C:6]2[C:7](=[CH:8][CH:9]=[CH:10][CH:11]=2)[NH:12][C:15](=[O:17])[C:13]1=[O:14])([CH3:4])([CH3:3])[CH3:2]. Procedure details: The neat crystals of N-tert-butyl-N-ethoxalyl-o-phenylene diamine (88 g) were heated to 100° C. for 4 h. The crude product hereby deposited from the melt as crystals. After cooling to ambient temperature the solid taken in ether and the product was filtered off as white crystals, m.p. >300° C. Reactants: piperidinomethyl polystyrene, ClC1=C(C=CC=C1)N1C(=CC=2CNCCC21)C2=CC=C(C=C2)OC (1-(2-chlorophenyl)-2-(4-methoxyphenyl)-4,5,6,7-tetrahydro-1H-pyrrolo [3.2-c]pyridine), ClC=1C=C(C(=O)Cl)C=CC1 (3-chlorobenzoyl chloride). The solvent is ClCCl (dichloromethane). Reaction conditions: time 3 hour. The product is ClC=1C=C(C(=O)N2CC3=C(CC2)N(C(=C3)C3=CC=C(C=C3)OC)C3=C(C=CC=C3)Cl)C=CC1 (5-(3-chlorobenzoyl)-1-(2-chlorophenyl)-2-(4-methoxyphenyl)4,5,6,7-tetrahydro-1H-pyrrolo[3,2-c]pyridine). Yield: 73.8%. As a reaction SMILES: [Cl:1][C:2]1[CH:7]=[CH:6][CH:5]=[CH:4][C:3]=1[N:8]1[C:16]2[CH2:15][CH2:14][NH:13][CH2:12][C:11]=2[CH:10]=[C:9]1[C:17]1[CH:22]=[CH:21][C:20]([O:23][CH3:24])=[CH:19][CH:18]=1.[Cl:25][C:26]1[CH:27]=[C:28]([CH:32]=[CH:33][CH:34]=1)[C:29](Cl)=[O:30]>ClCCl>[Cl:25][C:26]1[CH:27]=[C:28]([CH:32]=[CH:33][CH:34]=1)[C:29]([N:13]1[CH2:14][CH2:15][C:16]2[N:8]([C:3]3[CH:4]=[CH:5][CH:6]=[CH:7][C:2]=3[Cl:1])[C:9]([C:17]3[CH:18]=[CH:19][C:20]([O:23][CH3:24])=[CH:21][CH:22]=3)=[CH:10][C:11]=2[CH2:12]1)=[O:30]. Procedure: To an 8-mL vial charged with piperidinomethyl polystyrene (3.57 mmol/g, 198.4 mg, 0.708 mmol) and a solution of 1-(2-chlorophenyl)-2-(4-methoxyphenyl)-4,5,6,7-tetrahydro-1H-pyrrolo[3,2-c]pyridine (Example 2, 80.0 mg, 0.236 mmol) in 3 mL dichloromethane was added 3-chlorobenzoyl chloride (62.0 mg, 0.0.54 mmol). The reaction mixture was mixed by orbital shaking for 3 h. The solid was removed by filtration. The filtrate was evaporated, and the residue was purified on silica gel eluting with 1:5 EtO... Reactants: C(C)O (ethanol), C([O-])([O-])=O.[K+].[K+] (potassium carbonate), C(C=C)N1CCC(=CC2=C1C=CC(=C2)Br)C(=O)OC (methyl 1-allyl-7-bromo-2,3-dihydro-1-benzazepine-4-carboxylate), B(OC1=CC=C(C=C1)OCCOCCC)([O-])[O-] (4-propoxyethoxyphenyl borate). The reagents and catalysts are C=1C=CC(=CC1)[P](C=2C=CC=CC2)(C=3C=CC=CC3)[Pd]([P](C=4C=CC=CC4)(C=5C=CC=CC5)C=6C=CC=CC6)([P](C=7C=CC=CC7)(C=8C=CC=CC8)C=9C=CC=CC9)[P](C=1C=CC=CC1)(C=1C=CC=CC1)C=1C=CC=CC1 (tetrakistriphenylphosphinepalladium). Run in C1(=CC=CC=C1)C (toluene), O (water), O (water). Conditions: temperature 100 celsius, time 30 minute. Yields the product C(C=C)N1CCC(=CC2=C1C=CC(=C2)C2=CC=C(C=C2)OCCOCCC)C(=O)OC (methyl 1-allyl-7-(4-propoxyethoxyphenyl)-2,3-dihydro-1-benzazepine-4-carboxylate). Isolated yield 75.0%. RXN SMILES: C(O)C.[CH2:4]([N:7]1[C:13]2[CH:14]=[CH:15][C:16](Br)=[CH:17][C:12]=2[CH:11]=[C:10]([C:19]([O:21][CH3:22])=[O:20])[CH2:9][CH2:8]1)[CH:5]=[CH2:6].B([O-])([O-])O[C:25]1[CH:30]=[CH:29][C:28]([O:31][CH2:32][CH2:33][O:34][CH2:35][CH2:36][CH3:37])=[CH:27][CH:26]=1.C(=O)([O-])[O-].[K+].[K+]>C1(C)C=CC=CC=1.C1C=CC([P]([Pd]([P](C2C=CC=CC=2)(C2C=CC=CC=2)C2C=CC=CC=2)([P](C2C=CC=CC=2)(C2C=CC=CC=2)C2C=CC=CC=2)[P](C2C=CC=CC=2)(C2C=CC=CC=2)C2C=CC=CC=2)(C2C=CC=CC=2)C2C=CC=CC=2)=CC=1.O>[CH2:4]([N:7]1[C:13]2[CH:14]=[CH:15][C:16]([C:25]3[CH:30]=[CH:29][C:28]([O:31][CH2:32][CH2:33][O:34][CH2:35][CH2:36][CH3:37])=[CH:27][CH:26]=3)=[CH:17][C:12]=2[CH:11]=[C:10]([C:19]([O:21][CH3:22])=[O:20])[CH2:9][CH2:8]1)[CH:5]=[CH2:6] |f:3.4.5,^1:56,58,77,96|. Procedure: In toluene (20 ml), ethanol (2 ml) and water (2 ml) were suspended methyl 1-allyl-7-bromo-2,3-dihydro-1-benzazepine-4-carboxylate (274 mg), 4-propoxyethoxyphenyl borate (248 mg) and potassium carbonate (307 mg), and the suspension was stirred under argon atmosphere for 30 minutes, Then, tetrakistriphenylphosphinepalladium (69 mg) was added thereto, and the mixture was heated under argon atmosphere at 100° C. for 8 hours. After allowing to cool, water was added thereto, and the mixture was extrac... The reactants are NC1=C(C=CC=C1)B1OC(C)(C)C(C)(C)O1 (2-aminobenzeneboronic acid pinacol ester), [K+].C(#N)C=1N=C(N(C1)COCC[Si](C)(C)C)C(=O)[O-] (4-Cyano-1-(2-trimethylsilanyl-ethoxymethyl)-1H-imidazole-2-carboxylate potassium salt). The product is CC1(OB(OC1(C)C)C1=C(C=CC=C1)NC(=O)C=1N(C=C(N1)C#N)COCC[Si](C)(C)C)C (4-Cyano-1-(2-trimethylsilanyl-ethoxymethyl)-1H-imidazole-2-carboxylic acid [2-(4,4,5,5-tetramethyl-[1,3,2]dioxaborolan-2-yl)-phenyl]-amide). As a reaction SMILES: [NH2:1][C:2]1[CH:7]=[CH:6][CH:5]=[CH:4][C:3]=1[B:8]1[O:16][C:13]([CH3:15])([CH3:14])[C:10]([CH3:12])([CH3:11])[O:9]1.[K+].[C:18]([C:20]1[N:21]=[C:22]([C:33]([O-])=[O:34])[N:23]([CH2:25][O:26][CH2:27][CH2:28][Si:29]([CH3:32])([CH3:31])[CH3:30])[CH:24]=1)#[N:19]>>[CH3:12][C:10]1([CH3:11])[C:13]([CH3:15])([CH3:14])[O:16][B:8]([C:3]2[CH:4]=[CH:5][CH:6]=[CH:7][C:2]=2[NH:1][C:33]([C:22]2[N:23]([CH2:25][O:26][CH2:27][CH2:28][Si:29]([CH3:32])([CH3:31])[CH3:30])[CH:24]=[C:20]([C:18]#[N:19])[N:21]=2)=[O:34])[O:9]1 |f:1.2|. Procedure details: The title compound was prepared by coupling 2-aminobenzeneboronic acid pinacol ester and 4-cyano-1-(2-trimethylsilanyl-ethoxymethyl)-1H-imidazole-2-carboxylate potassium salt (prepared in Example 11, step (d)) according to the procedure in Example 32, step (c). Mass spectrum (ESI, m/z): Calcd. for C23H33BN4O4Si, 469.2 (M+H), found 468.9. The reactants are C(C)(C)(C)C1=CC(=CC=2N(CCOC21)C)C(C)=O (1-[8-(tert-butyl)-4-methyl-3,4-dihydro-2H-1,4-benzoxazin-6-yl]-1-ethanone), [Br-].[Br-].[Br-].C(CCC)[N+](CCCC)(CCCC)CCCC.C(CCC)[N+](CCCC)(CCCC)CCCC.C(CCC)[N+](CCCC)(CCCC)CCCC (tetra-n-butylammonium tribromide), [Br-].[Br-].[Br-].C(CCC)[NH3+].C(CCC)[NH3+].C(CCC)[NH3+] (n-butylammonium tribromide). The solvent is C(C)(=O)O (acetic acid). Run at time 45 minute. The product is BrCC(=O)C=1C=C(C2=C(N(CCO2)C)C1)C(C)(C)C (2-Bromo-1-[8-(tert-butyl)-4-methyl-3,4-dihydro-2H-1,4-benzoxazin-6-yl]-1-ethanone). The yield is 28.3%. RXN SMILES: [C:1]([C:5]1[C:14]2[O:13][CH2:12][CH2:11][N:10]([CH3:15])[C:9]=2[CH:8]=[C:7]([C:16](=[O:18])[CH3:17])[CH:6]=1)([CH3:4])([CH3:3])[CH3:2].[Br-:19].[Br-].[Br-].C([N+](CCCC)(CCCC)CCCC)CCC.C([N+](CCCC)(CCCC)CCCC)CCC.C([N+](CCCC)(CCCC)CCCC)CCC.[Br-].[Br-].[Br-].C([NH3+])CCC.C([NH3+])CCC.C([NH3+])CCC>C(O)(=O)C>[Br:19][CH2:17][C:16]([C:7]1[CH:6]=[C:5]([C:1]([CH3:4])([CH3:2])[CH3:3])[C:14]2[O:13][CH2:12][CH2:11][N:10]([CH3:15])[C:9]=2[CH:8]=1)=[O:18] |f:1.2.3.4.5.6,7.8.9.10.11.12|. Procedure: A solution of the 1-[8-(tert-butyl)-4-methyl-3,4-dihydro-2H-1,4-benzoxazin-6-yl]-1-ethanone (2.61 g, 10.6 mmol) and tetra-n-butylammonium tribromide (6.62 g, 13.7 mmol) in acetic acid was stirred at room temperature for 3.5 hours under a nitrogen atmosphere, and then n-butylammonium tribromide (1.02 g, 2.12 mmol) was added and stirring was continued for 45 minutes. After distilling off the solvent under reduced pressure, ethyl acetate was added to the residue and the mixture was washed with satu...